From a dataset of the Open Reaction Database (ORD), a public repository of structured organic reaction records. describe an organic reaction: reactants, conditions, products, and yield Reactants: N1CCCCC1 (piperidine), N1=CC=CC=C1 (pyridine), FC1=CC=C(C=C1)CC(=O)Cl (4-fluorophenyl acetyl chloride). Yields the product FC1=CC=C(C=C1)CC(=O)N1CCCCC1 (N-(4-fluorophenylacetyl)piperidine). As a reaction SMILES: [NH:1]1[CH2:6][CH2:5][CH2:4][CH2:3][CH2:2]1.N1C=CC=CC=1.[F:13][C:14]1[CH:19]=[CH:18][C:17]([CH2:20][C:21](Cl)=[O:22])=[CH:16][CH:15]=1>CCOCC>[F:13][C:14]1[CH:19]=[CH:18][C:17]([CH2:20][C:21]([N:1]2[CH2:6][CH2:5][CH2:4][CH2:3][CH2:2]2)=[O:22])=[CH:16][CH:15]=1. Reported procedure: A well stirred mixture of 111.8 g of piperidine, 103 g of pyridine and one liter of anhydrous ether was treated dropwise with 220 g of freshly distilled 4-fluorophenyl acetyl chloride. This mixture was stirred overnight, then filtered and the filtrate washed successively with water twice, 0.1N sodium hydroxide twice, 0.1N hydrochloric acid twice, water and saturated sodium chloride, then dried in vacuo. The residue was distilled giving a yellow liquid which crystallized on standing, giving 245 g... Solvent: CCOCC (ether). The reactants are NC1=CC=C(C=N1)/C=C/C(=O)OCC1=CC=CC=C1 (benzyl (E)-3-(6-aminopyridin-3-yl)acrylate). Solvent: CO (MeOH). Yields the product NC1=CC=C(C=N1)/C=C/C(=O)O ((E)-3-(6-Aminopyridin-3-yl) acrylic acid). The yield is 71.7%. RXN SMILES: [NH2:1][C:2]1[N:7]=[CH:6][C:5](/[CH:8]=[CH:9]/[C:10]([O:12]CC2C=CC=CC=2)=[O:11])=[CH:4][CH:3]=1>CO>[NH2:1][C:2]1[N:7]=[CH:6][C:5](/[CH:8]=[CH:9]/[C:10]([OH:12])=[O:11])=[CH:4][CH:3]=1. Procedure details: A solution of benzyl (E)-3-(6-aminopyridin-3-yl)acrylate (1.3 g, 5.1 mmole) and 1.0 N NAOH(10 mL, 10 mmole) in MeOH was heated at reflux overnight. The solution was concentrated in vacuo, and the residue was dissolved in H2O. The pH was adjusted to 6 with dilute HCl, and the solid precipitate was collected by suction filtration and dried to give the title compound (0.6 g, 72%) as a white solid: MS (ES) m/e 165 (M+H)+. The reactants are NC=1N=C(C2=C(N1)N=CC=C2)S (2-Amino-4-mercaptopyrido[2,3-d]pyrimidine), CI (methyl iodide). Reaction SMILES: [NH2:1][C:2]1[N:3]=[C:4]([SH:12])[C:5]2[CH:11]=[CH:10][CH:9]=[N:8][C:6]=2[N:7]=1.[CH3:13]I>[OH-].[K+]>[NH2:1][C:2]1[N:3]=[C:4]([S:12][CH3:13])[C:5]2[CH:11]=[CH:10][CH:9]=[N:8][C:6]=2[N:7]=1 |f:2.3|. Product: NC=1N=C(C2=C(N1)N=CC=C2)SC (2-Amino-4-methylmercaptopyrido[2,3-d]pyrimidine). Reported procedure: 2-Amino-4-mercaptopyrido[2,3-d]pyrimidine (1.78 gm; 10 mmol) is dissolved in aqueous potassium hydroxide solution (1.0 gm of KOH in 25 ml of H2O), and 1 ml of methyl iodide is added at ambient temperature with stirring. After 30 minutes' reaction, the precipitated substance is subjected to suction filtration, triturated with a small amount of ethanol, and dried. The solvent is [OH-].[K+] (potassium hydroxide). The reactants are O=C(CBr)c1ccc(O)cc1, Cc1ncsc1C, COC(C)(C)C, CC#N. The product is [Br-], Cc1sc[n+](CC(=O)c2ccc(O)cc2)c1C. Reaction SMILES: [Br:1][CH2:2][C:3](=[O:4])[c:5]1[cH:6][cH:7][c:8]([OH:11])[cH:9][cH:10]1.[CH3:12][c:13]1[n:14][cH:15][s:16][c:17]1[CH3:18].[CH3:19][O:20][C:21]([CH3:22])([CH3:23])[CH3:24].[CH3:25][C:26]#[N:27]>>[Br-:1].[CH2:2]([C:3](=[O:4])[c:5]1[cH:6][cH:7][c:8]([OH:11])[cH:9][cH:10]1)[n+:14]1[c:13]([CH3:12])[c:17]([CH3:18])[s:16][cH:15]1. Reaction SMILES: [CH3:26][OH:27].[Li+:24].[O:28]1[CH2:29][CH2:30][CH2:31][CH2:32]1.[OH-:25].[OH:1][c:2]1[c:3]([C:20](=[O:21])[O:22][CH3:23])[cH:4][c:5]([C:8]#[C:9][CH2:10][CH2:11][CH2:12][CH2:13][CH2:14][CH2:15][C:16]#[C:17][CH2:18][OH:19])[cH:6][cH:7]1>>[OH:1][c:2]1[c:3]([C:20](=[O:21])[OH:22])[cH:4][c:5]([C:8]#[C:9][CH2:10][CH2:11][CH2:12][CH2:13][CH2:14][CH2:15][C:16]#[C:17][CH2:18][OH:19])[cH:6][cH:7]1. The reactants are CO, [Li+], C1CCOC1, [OH-], COC(=O)c1cc(C#CCCCCCCC#CCO)ccc1O. Yields the product O=C(O)c1cc(C#CCCCCCCC#CCO)ccc1O. Reactants: 4-tert.butylbenzyl, S(=O)(=O)([O-])C1=CC=C(C)C=C1 (tosylate), C(Cl)C1CO1 (epichlorohydrin). The product is C(C)(C)(C)C1=CC=C(C=C1)CCC1CO1 (4-(4'-tert.butylphenyl)-1,2-epoxybutane). As a reaction SMILES: S([C:5]1[CH:11]=[CH:10][C:8]([CH3:9])=[CH:7][CH:6]=1)([O-])(=O)=O.[CH2:12]([CH:14]1[O:16][CH2:15]1)Cl>>[C:8]([C:5]1[CH:11]=[CH:10][C:8]([CH2:9][CH2:12][CH:14]2[O:16][CH2:15]2)=[CH:7][CH:6]=1)([CH3:10])([CH3:9])[CH3:7]. Procedure details: reacting a 4-tert.butylbenzyl magnesuim halide with a stereochemically pure glycydyl tosylate or epichlorohydrin to form a single enantiomer of 4-(4'-tert.butylphenyl)-1,2-epoxybutane;